Dataset: the Open Reaction Database (ORD), a public repository of structured organic reaction records. Task: describe an organic reaction: reactants, conditions, products, and yield Starting materials: Brc1cncnc1, CC(C)(C)[O-], Cc1ccccc1, [K+], C1CC2(CN1)CC1CCN2C1, O=C(C=Cc1ccccc1)C=Cc1ccccc1, O=C(C=Cc1ccccc1)C=Cc1ccccc1, O=C(C=Cc1ccccc1)C=Cc1ccccc1, [Pd], [Pd]. Yields the product c1ncc(N2CCC3(CC4CCN3C4)C2)cn1. RXN SMILES: [Br:18][c:19]1[cH:20][n:21][cH:22][n:23][cH:24]1.[CH3:12][C:13]([CH3:14])([O-:15])[CH3:16].[CH3:25][c:26]1[cH:27][cH:28][cH:29][cH:30][cH:31]1.[K+:17].[NH:1]1[CH2:2][C:3]2([N:4]3[CH2:5][CH2:6][CH:7]([CH2:8]2)[CH2:9]3)[CH2:10][CH2:11]1.[O:34]=[C:35]([CH:36]=[CH:37][c:38]1[cH:39][cH:40][cH:41][cH:42][cH:43]1)[CH:44]=[CH:45][c:46]1[cH:47][cH:48][cH:49][cH:50][cH:51]1.[O:52]=[C:53]([CH:54]=[CH:55][c:56]1[cH:57][cH:58][cH:59][cH:60][cH:61]1)[CH:62]=[CH:63][c:64]1[cH:65][cH:66][cH:67][cH:68][cH:69]1.[O:70]=[C:71]([CH:72]=[CH:73][c:74]1[cH:75][cH:76][cH:77][cH:78][cH:79]1)[CH:80]=[CH:81][c:82]1[cH:83][cH:84][cH:85][cH:86][cH:87]1.[Pd:32].[Pd:33]>>[N:1]1([c:19]2[cH:20][n:21][cH:22][n:23][cH:24]2)[CH2:2][C:3]2([N:4]3[CH2:5][CH2:6][CH:7]([CH2:8]2)[CH2:9]3)[CH2:10][CH2:11]1. Starting materials: N (ammonia), NC=1C(=NC(=NC1Cl)SCCC)NC1C(C(C(C1)CO)O)O (3-(5-Amino-6-chloro-2-propylthiopyrimidine-4-ylamino)-5-(hydroxymethyl)-cyclopentane-1,2-diol), C(C)(=O)OC(OCC)OCC (diethoxymethyl acetate), N (ammonia). Reaction conditions: time 24 hour. Product: NC1=C2N=CN(C2=NC(=N1)SCCC)C1C(C(C(C1)CO)O)O (3-(6-Amino-2-propylthio-9H-purin-9-yl)-5-(hydroxymethyl)-1,2-cyclopentanediol). As a reaction SMILES: [NH2:1][C:2]1[C:3]([NH:13][CH:14]2[CH2:18][CH:17]([CH2:19][OH:20])[CH:16]([OH:21])[CH:15]2[OH:22])=[N:4][C:5]([S:9][CH2:10][CH2:11][CH3:12])=[N:6][C:7]=1Cl.[NH3:23].[C:24](OC(OCC)OCC)(=O)C>>[NH2:23][C:7]1[N:6]=[C:5]([S:9][CH2:10][CH2:11][CH3:12])[N:4]=[C:3]2[C:2]=1[N:1]=[CH:24][N:13]2[CH:14]1[CH2:18][CH:17]([CH2:19][OH:20])[CH:16]([OH:21])[CH:15]1[OH:22]. Reported procedure: The product of step v) (0.2 g) and diethoxymethyl acetate (10 ml) were stirred at ambient temperature under nitrogen for 1 hour, then at 80° for 24 hours. Evaporation afforded a residue which was treated with liquid ammonia (15 ml) in an autoclave at 60° for 16 hours. The ammonia was allowed to evaporate and the residue taken up in 0.5M hydrochloric acid (10 ml) at 60° for 45 min. The volatiles were removed in vacuo and the remaining material dissolved in water (10 ml). Upon neutralisation with ... The reactants are CC(C(N)(N)C)CCCC (dimethylhexanediamine), C(C=CC(=O)N)C=CC(=O)N (methylene-bis-acrylamide), CC(COCC(C)OCC(C)OCC(C)N)N (Jeffamine). The solvent is O (water). Conditions: time 3 day. Product: CC(C(N)(N)C)CCCC.C(C=CC(=O)N)C=CC(=O)N.CC(COCC(C)OCC(C)OCC(C)N)N (dimethylhexanediamine methylene-bis-acrylamide Jeffamine). Isolated yield 89.0%. Reaction SMILES: [CH3:1][CH:2]([CH2:7][CH2:8][CH2:9][CH3:10])[C:3]([CH3:6])([NH2:5])[NH2:4].[CH2:11]([CH:17]=[CH:18][C:19]([NH2:21])=[O:20])[CH:12]=[CH:13][C:14]([NH2:16])=[O:15].[CH3:22][CH:23]([NH2:38])[CH2:24][O:25][CH2:26][CH:27]([O:29][CH2:30][CH:31]([O:33][CH2:34][CH:35]([NH2:37])[CH3:36])[CH3:32])[CH3:28]>O>[CH3:1][CH:2]([CH2:7][CH2:8][CH2:9][CH3:10])[C:3]([CH3:6])([NH2:5])[NH2:4].[CH2:11]([CH:17]=[CH:18][C:19]([NH2:21])=[O:20])[CH:12]=[CH:13][C:14]([NH2:16])=[O:15].[CH3:22][CH:23]([NH2:38])[CH2:24][O:25][CH2:26][CH:27]([O:29][CH2:30][CH:31]([O:33][CH2:34][CH:35]([NH2:37])[CH3:36])[CH3:32])[CH3:28] |f:4.5.6|. Procedure: 1.65 g (11.44 mmoles) of dimethylhexanediamine (DMESA) were reacted with 2.11 g (9.8 mmoles) of methylene-bis-acrylamide (BAC), in 10 ml of distilled water at room temperature. The mixture was left to react for 3 days shielding from light, to give a polyamidoamine prepolymer, mainly ending with vinyl groups. After that, the prepolymer was cross-linked directly by adding the reaction mixture with 170 mg (1.144 mmoles) of Jeffamine EDR-148. The reaction was carried out for 3 days at room temperatu... Starting materials: OC=1C=C(C(=O)OC)C=C(C1O)O (Methyl 3,4,5-trihydroxybenzoate), C(C1=CC=CC=C1)Cl (benzyl chloride), C([O-])([O-])=O.[K+].[K+] (potassium carbonate), [I-].[K+] (potassium iodide). The solvent is CC(=O)C (acetone). Yields the product C(C1=CC=CC=C1)OC=1C=C(C(=O)OC)C=C(C1OCC1=CC=CC=C1)OCC1=CC=CC=C1 (Methyl 3,4,5-tribenzyloxybenzoate). RXN SMILES: [OH:1][C:2]1[CH:3]=[C:4]([CH:9]=[C:10]([OH:13])[C:11]=1[OH:12])[C:5]([O:7][CH3:8])=[O:6].[CH2:14](Cl)[C:15]1[CH:20]=[CH:19][CH:18]=[CH:17][CH:16]=1.C(=O)([O-])[O-].[K+].[K+].[I-].[K+]>CC(C)=O>[CH2:14]([O:1][C:2]1[CH:3]=[C:4]([CH:9]=[C:10]([O:13][CH2:5][C:4]2[CH:9]=[CH:10][CH:11]=[CH:2][CH:3]=2)[C:11]=1[O:12][CH2:14][C:15]1[CH:20]=[CH:19][CH:18]=[CH:17][CH:16]=1)[C:5]([O:7][CH3:8])=[O:6])[C:15]1[CH:20]=[CH:19][CH:18]=[CH:17][CH:16]=1 |f:2.3.4,5.6|. Procedure: Methyl 3,4,5-trihydroxybenzoate (16) (55.24 g, 0.3 mol), benzyl chloride (113.93 g, 0.9 mol), dry potassium carbonate (124.39 g, 0.9 mol) and potassium iodide (catalytic amount) were stirred in refluxing dry acetone (600 mL) for 12 h. After cooling, the acetone was evaporated, and the solution was dissolved in water (250 mL). The water phase was extracted with diethyl ether (4×100 mL), the organic phase was washed with brine (2×50 mL), dried (MgSO4) and the solvent was removed in vacuo. Recrysta...